This data is from the Open Reaction Database (ORD), a public repository of structured organic reaction records. The task is: describe an organic reaction: reactants, conditions, products, and yield Starting materials: [H-].[Al+3].[Li+].[H-].[H-].[H-] (lithium aluminum hydride), C(C1=CC=CC=C1)O[C@H](CC(OC)OC)C#C[C@H]([C@H](CCCCC)OCC1=CC=CC=C1)O ((3R,6 R,7S) 3,7-dibenzyloxy-1,1-dimethoxydodeca-4-yn-6-ol), C(C)(=O)OCC (ethyl acetate), Cl (hydrochloric acid). Solvent: O1CCCC1 (tetrahydrofuran), O1CCCC1 (tetrahydrofuran), O (water), C(C)O (ethanol). Reaction conditions: time 18 minute. The product is C(C1=CC=CC=C1)O[C@H](CC(OC)OC)C=C[C@H]([C@H](CCCCC)OCC1=CC=CC=C1)O ((3R,6R,7S) 3,7-dibenzyloxy-1,1-dimethoxydodeca-4-en-6-ol). The yield is 81.9%. As a reaction SMILES: [CH2:1]([O:8][C@@H:9]([C:16]#[C:17][C@@H:18]([OH:33])[C@@H:19]([O:25][CH2:26][C:27]1[CH:32]=[CH:31][CH:30]=[CH:29][CH:28]=1)[CH2:20][CH2:21][CH2:22][CH2:23][CH3:24])[CH2:10][CH:11]([O:14][CH3:15])[O:12][CH3:13])[C:2]1[CH:7]=[CH:6][CH:5]=[CH:4][CH:3]=1.[H-].[Al+3].[Li+].[H-].[H-].[H-].C(OCC)(=O)C.Cl>O1CCCC1.O.C(O)C>[CH2:1]([O:8][C@@H:9]([CH:16]=[CH:17][C@@H:18]([OH:33])[C@@H:19]([O:25][CH2:26][C:27]1[CH:32]=[CH:31][CH:30]=[CH:29][CH:28]=1)[CH2:20][CH2:21][CH2:22][CH2:23][CH3:24])[CH2:10][CH:11]([O:14][CH3:15])[O:12][CH3:13])[C:2]1[CH:3]=[CH:4][CH:5]=[CH:6][CH:7]=1 |f:1.2.3.4.5.6|. Procedure: A solution of 654 mg (1.44 mM) of (3R,6R,7S) 3,7-dibenzyloxy-1,1-dimethoxydodeca-4-yn-6-ol [3b] described above in 10 ml of anhydrous tetrahydrofuran was dropwise added at 0° C. to a suspension of 115.7 mg (3.02 mM) of lithium aluminum hydride in 5 ml of anhydrous tetrahydrofuran, the mixture was stirred for 18 minutes under reflux. After completion of the reaction, ethyl acetate, ethanol, water and 0.1 N hydrochloric acid were added in sequence. Then, the aqueous phase was extracted with diethy... The reactants are CN([SiH](C)C)[Si](C)(C)C, CN(C)Cc1ccc(CSCCN)o1, Cc1ccccc1. Product: CN(C)Cc1ccc(CSCCN[Si](C)(C)C)o1. As a reaction SMILES: [CH3:15][SiH:16]([CH3:17])[N:22]([Si:18]([CH3:19])([CH3:20])[CH3:21])[CH3:23].[CH3:1][N:2]([CH3:3])[CH2:4][c:5]1[cH:6][cH:7][c:8]([CH2:10][S:11][CH2:12][CH2:13][NH2:14])[o:9]1.[CH3:24][c:25]1[cH:26][cH:27][cH:28][cH:29][cH:30]1>>[CH3:1][N:2]([CH3:3])[CH2:4][c:5]1[cH:6][cH:7][c:8]([CH2:10][S:11][CH2:12][CH2:13][NH:14][Si:18]([CH3:19])([CH3:20])[CH3:21])[o:9]1. The reactants are Cl (HCl), FC=1C=C(OC2=CC(=NC=C2)C2=CC(=CN2)C(=O)N[C@H](C(=O)OC)CCC(=O)OC(C)(C)C)C=CC1NC(=O)NC1=CC(=CC=C1)C ((S)-5-tert-butyl 1-methyl 2-{[(5-{4-[3-fluoro-4-({[(3-methylphenyl)amino]carbonyl}amino)phenoxy]pyridin-2-yl}-1H-pyrrol-3-yl)carbonyl]amino}pentanedioate), C1CCOC1.CO (THF MeOH), [OH-].[Na+] (NaOH). The solvent is O (water). Run at time 30 minute. The product is C(C)(C)(C)OC(CC[C@@H](C(=O)O)NC(=O)C1=CNC(=C1)C1=NC=CC(=C1)OC1=CC(=C(C=C1)NC(=O)NC1=CC(=CC=C1)C)F)=O ((2S)-5-tert-butoxy-2-{[(5-{4-[3-fluoro-4-({[(3-methylphenyl)amino]carbonyl}amino)phenoxy]pyridin-2-yl}-1H-pyrrol-3-yl)carbonyl]amino}-5-oxopentanoic acid). As a reaction SMILES: [F:1][C:2]1[CH:3]=[C:4]([CH:34]=[CH:35][C:36]=1[NH:37][C:38]([NH:40][C:41]1[CH:46]=[CH:45][CH:44]=[C:43]([CH3:47])[CH:42]=1)=[O:39])[O:5][C:6]1[CH:11]=[CH:10][N:9]=[C:8]([C:12]2[NH:16][CH:15]=[C:14]([C:17]([NH:19][C@@H:20]([CH2:25][CH2:26][C:27]([O:29][C:30]([CH3:33])([CH3:32])[CH3:31])=[O:28])[C:21]([O:23]C)=[O:22])=[O:18])[CH:13]=2)[CH:7]=1.C1COCC1.CO.[OH-].[Na+].Cl>O>[C:30]([O:29][C:27](=[O:28])[CH2:26][CH2:25][C@H:20]([NH:19][C:17]([C:14]1[CH:13]=[C:12]([C:8]2[CH:7]=[C:6]([O:5][C:4]3[CH:34]=[CH:35][C:36]([NH:37][C:38]([NH:40][C:41]4[CH:46]=[CH:45][CH:44]=[C:43]([CH3:47])[CH:42]=4)=[O:39])=[C:2]([F:1])[CH:3]=3)[CH:11]=[CH:10][N:9]=2)[NH:16][CH:15]=1)=[O:18])[C:21]([OH:23])=[O:22])([CH3:31])([CH3:33])[CH3:32] |f:1.2,3.4|. Procedure details: To a stirred solution of (S)-5-tert-butyl 1-methyl 2-{[(5-{4-[3-fluoro-4-({[(3-methylphenyl)amino]carbonyl}amino)phenoxy]pyridin-2-yl}-1H-pyrrol-3-yl)carbonyl]amino}pentanedioate (120 mg, 0.19 mmol) in a mixture of solvents THF/MeOH (5 ml/5 ml) was added 1 ml of 1M NaOH (1 mmol) solution. The mixture was stirred at room temperature for 30 minutes, and poured into 100 ml of water. 2M HCl was added dropwise until pH=4. The resulting precipitates were filtered, washed with water, and dried in vacuo... Reactants: IC=1C=C2CC(CC2=CC1)NS(=O)(=O)C(C)C (N-(5-iodo-2,3-dihydro-1H-inden-2-yl)-2-propanesulfonamide), CN(S(=O)(=O)C=1C=C(C=CC1)B(O)O)C ({3-[(dimethylamino)sulfonyl]phenyl}boronic acid). Product: OS(C(C)C)(O)NC1CC2=CC=C(C=C2C1)C=1C=C(C=CC1)S(=O)(=O)N(C)C (3-(2-{[dihydroxy(1-methylethyl)-λ4-sulfanyl]amino}-2,3-dihydro-1H-inden-5-yl)-N,N-dimethylbenzenesulfonamide). RXN SMILES: I[C:2]1[CH:3]=[C:4]2[C:8](=[CH:9][CH:10]=1)[CH2:7][CH:6]([NH:11][S:12]([CH:15]([CH3:17])[CH3:16])(=[O:14])=[O:13])[CH2:5]2.[CH3:18][N:19]([CH3:32])[S:20]([C:23]1[CH:24]=[C:25](B(O)O)[CH:26]=[CH:27][CH:28]=1)(=[O:22])=[O:21]>>[OH:13][S:12]([NH:11][CH:6]1[CH2:5][C:4]2[C:8](=[CH:9][CH:10]=[C:2]([C:25]3[CH:24]=[C:23]([S:20]([N:19]([CH3:32])[CH3:18])(=[O:21])=[O:22])[CH:28]=[CH:27][CH:26]=3)[CH:3]=2)[CH2:7]1)([OH:14])[CH:15]([CH3:17])[CH3:16]. Procedure: The title compound was prepared from N-(5-iodo-2,3-dihydro-1H-inden-2-yl)-2-propanesulfonamide and {3-[(dimethylamino)sulfonyl]phenyl}boronic acid (WO2003004472) in a similar manner to Example 1. The reactants are O (Water), C1=CC=CC2=CC3=CC=CC=C3C(=C12)CO (anthracen-9-yl-methanol), [I-].C(#N)C[P+](C)(C)C ((cyanomethyl)trimethylphosphonium iodide), C(C)(C)N(CC)C(C)C (diisopropylethylamine). The solvent is C(CC)#N (propionitrile). Run at temperature 97 celsius, time 20 hour. The product is C1=CC=CC2=CC3=CC=CC=C3C(=C12)CCC#N (3-anthracen-9-yl-propionitrile). The yield is 94.8%. Reaction SMILES: [CH:1]1[C:14]2[C:5](=[CH:6][C:7]3[C:12]([C:13]=2[CH2:15]O)=[CH:11][CH:10]=[CH:9][CH:8]=3)[CH:4]=[CH:3][CH:2]=1.[I-].[C:18]([CH2:20][P+](C)(C)C)#[N:19].C(N(C(C)C)CC)(C)C.O>C(#N)CC>[CH:1]1[C:14]2[C:5](=[CH:6][C:7]3[C:12]([C:13]=2[CH2:15][CH2:20][C:18]#[N:19])=[CH:11][CH:10]=[CH:9][CH:8]=3)[CH:4]=[CH:3][CH:2]=1 |f:1.2|. Procedure: To a solution of anthracen-9-yl-methanol (6.58 g, 31.6 mmol) and (cyanomethyl)trimethylphosphonium iodide (19.19 g, 78.96 mmol) in propionitrile (77 mL) was added diisopropylethylamine (DIPEA, 49.4 mL, 94.74 mmol) and the mixture was stirred at 97° C. for 20 hours. Water (3.82 mL) was added, nitrogen was bubbled though the mixture, and the mixture was stirred for 20 hours. Water (480 mL) and concentrated HCl (19 mL) were added and the mixture was extracted with EtOAc. The organic layer was washe... Starting materials: C(C1=CC=CC=C1)OC=1C=C(C=CC1F)CO ([3-(benzyloxy)-4-fluorophenyl]methanol). The reagents and catalysts are [O-2].[O-2].[Mn+4] (manganese dioxide). Solvent: C(Cl)Cl (DCM). Reaction conditions: time 22 hour. Yields the product C(C1=CC=CC=C1)OC=1C=C(C=O)C=CC1F (3-(benzyloxy)-4-fluorobenzaldehyde). Yield: 93.7%. RXN SMILES: [CH2:1]([O:8][C:9]1[CH:10]=[C:11]([CH2:16][OH:17])[CH:12]=[CH:13][C:14]=1[F:15])[C:2]1[CH:7]=[CH:6][CH:5]=[CH:4][CH:3]=1>C(Cl)Cl.[O-2].[O-2].[Mn+4]>[CH2:1]([O:8][C:9]1[CH:10]=[C:11]([CH:12]=[CH:13][C:14]=1[F:15])[CH:16]=[O:17])[C:2]1[CH:3]=[CH:4][CH:5]=[CH:6][CH:7]=1 |f:2.3.4|. Procedure details: To a stirring solution of [3-(benzyloxy)-4-fluorophenyl]methanol (14 mg) in DCM (0.7 mL) was added manganese dioxide (140 mg) at ambient temperature. After 22 hours, the reaction mixture was filtered through a bed of Celite and evaporated in vacuo. The residue was purified by silica gel column chromatography (n-hexane:EtOAc=10:1) to give 3-(benzyloxy)-4-fluorobenzaldehyde (13 mg).